Task: describe an organic reaction: reactants, conditions, products, and yield. Dataset: the Open Reaction Database (ORD), a public repository of structured organic reaction records Reactants: Cl.Cl.[C@H]1(CCCN2CCCC[C@H]12)CN1CCC(CC1)NC(=O)C=1NC2=CC=CC(=C2C1)OCC1=COC2=C1C(=CC=C2)Cl (4-(4-Chloro-benzofuran-3-ylmethoxy)-1H-indole-2-carboxylic acid {1-[(1S,9aR)-1-(octahydro-quinolizin-1-yl)methyl]-piperidin-4-yl}-amide dihydrochloride), Cl.Cl.Cl.NC1CCN(CC1)CCN1CCC(CC1)O (1-[2-(4-Amino-piperidin-1-yl)-ethyl]-piperidin-4-ol tri-hydrochloride). Product: Cl.Cl.OC1CCN(CC1)CCN1CCC(CC1)NC(=O)C=1NC2=CC=CC(=C2C1)OCC1=COC2=C1C(=CC=C2)Cl (4-(4-Chloro-benzofuran-3-ylmethoxy)-1H-indole-2-carboxylic acid {1-[2-(4-hydroxy-piperidin-1-yl)-ethyl]-piperidin-4-yl}-amide dihydrochloride). As a reaction SMILES: [ClH:1].Cl.[C@H]1(C[N:14]2[CH2:19][CH2:18][CH:17]([NH:20][C:21]([C:23]3[NH:24][C:25]4[C:30]([CH:31]=3)=[C:29]([O:32][CH2:33][C:34]3[C:38]5[C:39]([Cl:43])=[CH:40][CH:41]=[CH:42][C:37]=5[O:36][CH:35]=3)[CH:28]=[CH:27][CH:26]=4)=[O:22])[CH2:16][CH2:15]2)[C@@H]2N(CCCC2)CCC1.Cl.Cl.Cl.NC1CCN([CH2:54][CH2:55][N:56]2[CH2:61][CH2:60][CH:59]([OH:62])[CH2:58][CH2:57]2)CC1>>[ClH:43].[ClH:1].[OH:62][CH:59]1[CH2:60][CH2:61][N:56]([CH2:55][CH2:54][N:14]2[CH2:15][CH2:16][CH:17]([NH:20][C:21]([C:23]3[NH:24][C:25]4[C:30]([CH:31]=3)=[C:29]([O:32][CH2:33][C:34]3[C:38]5[C:39]([Cl:43])=[CH:40][CH:41]=[CH:42][C:37]=5[O:36][CH:35]=3)[CH:28]=[CH:27][CH:26]=4)=[O:22])[CH2:18][CH2:19]2)[CH2:57][CH2:58]1 |f:0.1.2,3.4.5.6,7.8.9|. Reported procedure: This compound is synthesized from 4-(4-chloro-benzofuran-3-ylmethoxy)-1H-indole-2-carboxylic acid (118, see example 76) and amine 21 analogously to the method described in example 1. Reactants: CCCCCCOC(C)C(=O)Cl, O=C(O)C1CCC(O)CC1. Yields the product CCCCCCOC(C)C(=O)OC1CCC(C(=O)O)CC1. Reaction SMILES: [CH2:11]([CH2:12][CH2:13][CH2:14][CH2:15][CH3:16])[O:17][CH:18]([C:19](=[O:20])[Cl:21])[CH3:22].[OH:1][CH:2]1[CH2:3][CH2:4][CH:5]([C:8](=[O:9])[OH:10])[CH2:6][CH2:7]1>>[O:1]([CH:2]1[CH2:3][CH2:4][CH:5]([C:8](=[O:9])[OH:10])[CH2:6][CH2:7]1)[C:19]([CH:18]([O:17][CH2:11][CH2:12][CH2:13][CH2:14][CH2:15][CH3:16])[CH3:22])=[O:20]. Starting materials: CN1CCCC1CCN, ClCCl, O=Cc1cccc2ccccc12. RXN SMILES: [CH3:13][N:14]1[CH:15]([CH2:19][CH2:20][NH2:21])[CH2:16][CH2:17][CH2:18]1.[Cl:22][CH2:23][Cl:24].[c:1]1([CH:11]=[O:12])[cH:2][cH:3][cH:4][c:5]2[cH:6][cH:7][cH:8][cH:9][c:10]12>>[c:1]1([CH2:11][NH:21][CH2:20][CH2:19][CH:15]2[N:14]([CH3:13])[CH2:18][CH2:17][CH2:16]2)[cH:2][cH:3][cH:4][c:5]2[cH:6][cH:7][cH:8][cH:9][c:10]12. Yields the product CN1CCCC1CCNCc1cccc2ccccc12. Yields the product CSC1=C(c2ccc3sccc3c2)N2CCN=C2S1. As a reaction SMILES: [BrH:1].[CH3:20][CH2:21][Mg:22][Cl:23].[CH3:24][S:25][S:26][CH3:27].[O:28]1[CH2:29][CH2:30][CH2:31][CH2:32]1.[s:2]1[c:3]2[c:4]([cH:5][cH:6]1)[cH:7][c:8]([C:11]1=[C:15]([Br:16])[S:14][C:13]3=[N:17][CH2:18][CH2:19][N:12]13)[cH:9][cH:10]2>>[s:2]1[c:3]2[c:4]([cH:5][cH:6]1)[cH:7][c:8]([C:11]1=[C:15]([S:25][CH3:24])[S:14][C:13]3=[N:17][CH2:18][CH2:19][N:12]13)[cH:9][cH:10]2. Reactants: Br, CC[Mg]Cl, CSSC, C1CCOC1, BrC1=C(c2ccc3sccc3c2)N2CCN=C2S1. Reactants: CCN(C(C)C)C(C)C, CCOC(C)=O, NC(=O)CI, CCOC(Cc1ccc(C#N)cc1N)(C(N)=O)c1ccc(OC)cc1F, CN(C)C=O, O. Yields the product CCOC(Cc1ccc(C#N)cc1NCC(N)=O)(C(N)=O)c1ccc(OC)cc1F. RXN SMILES: [CH2:32]([N:33]([CH:34]([CH3:35])[CH3:36])[CH:37]([CH3:38])[CH3:39])[CH3:40].[CH3:46][CH2:47][O:48][C:49]([CH3:50])=[O:51].[I:27][CH2:28][C:29](=[O:30])[NH2:31].[NH2:1][c:2]1[c:3]([CH2:4][C:5]([C:6](=[O:7])[NH2:8])([c:9]2[c:10]([F:17])[cH:11][c:12]([O:15][CH3:16])[cH:13][cH:14]2)[O:18][CH2:19][CH3:20])[cH:21][cH:22][c:23]([C:25]#[N:26])[cH:24]1.[O:41]=[CH:42][N:43]([CH3:44])[CH3:45].[OH2:52]>>[NH:1]([c:2]1[c:3]([CH2:4][C:5]([C:6](=[O:7])[NH2:8])([c:9]2[c:10]([F:17])[cH:11][c:12]([O:15][CH3:16])[cH:13][cH:14]2)[O:18][CH2:19][CH3:20])[cH:21][cH:22][c:23]([C:25]#[N:26])[cH:24]1)[CH2:28][C:29](=[O:30])[NH2:31]. The reactants are C(C)S(=O)(=O)C=1C=CC(=C(C1)NC=1OC(=CN1)C=1C=C(C=CC1)C(C)=O)OC (1-[3-(2-{[5-(ethylsulfonyl)-2-methoxyphenyl]amino}-1,3-oxazol-5-yl)phenyl]ethanone), C(C)(C)(C)OC(N(C)C)OC(C)(C)C (dimethylformamide ditertbutylacetal). Run in CN(C)C=O (DMF). Run at temperature 130 celsius, time 2 hour. Product: CN(/C=C/C(=O)C1=CC(=CC=C1)C1=CN=C(O1)NC1=C(C=CC(=C1)S(=O)(=O)CC)OC)C ((2E)-3-(dimethylamino)-1-[3-(2-{[5-(ethylsulfonyl)-2-methoxyphenyl]amino}-1,3-oxazol-5-yl)phenyl]prop-2-en-1-one). Isolated yield 79.6%. As a reaction SMILES: [CH2:1]([S:3]([C:6]1[CH:7]=[CH:8][C:9]([O:27][CH3:28])=[C:10]([NH:12][C:13]2[O:14][C:15]([C:18]3[CH:19]=[C:20]([C:24](=[O:26])[CH3:25])[CH:21]=[CH:22][CH:23]=3)=[CH:16][N:17]=2)[CH:11]=1)(=[O:5])=[O:4])[CH3:2].C(O[CH:34](OC(C)(C)C)[N:35]([CH3:37])[CH3:36])(C)(C)C>CN(C=O)C>[CH3:34][N:35]([CH3:37])/[CH:36]=[CH:25]/[C:24]([C:20]1[CH:21]=[CH:22][CH:23]=[C:18]([C:15]2[O:14][C:13]([NH:12][C:10]3[CH:11]=[C:6]([S:3]([CH2:1][CH3:2])(=[O:5])=[O:4])[CH:7]=[CH:8][C:9]=3[O:27][CH3:28])=[N:17][CH:16]=2)[CH:19]=1)=[O:26]. Procedure details: The title compound (3.0 g, 7.5 mmol) from Example 200 was combined with dimethylformamide ditertbutylacetal (10.0 g, 4.9 mmol) in DMF (ca. 4 mL). After the reaction was stirred at 130° C. for 2 h, the excess solvent was evaporated under reduced pressure. The crude product was coated onto silica gel and chromatographed on silica gel using dichloromethane (98%) and methanol (20%) as eluent affording the title compound (1.6 g, 3.9 mmol) as a yellow solid. The reactants are CCC1COCC(C)N1, C1CCOC1, COC(=O)c1cccc2oc(Cl)nc12. Product: CCC1COCC(C)N1c1nc2c(C(=O)OC)cccc2o1. As a reaction SMILES: [CH2:15]([CH3:16])[CH:17]1[CH2:18][O:19][CH2:20][CH:21]([CH3:23])[NH:22]1.[CH2:24]1[O:25][CH2:26][CH2:27][CH2:28]1.[Cl:1][c:2]1[o:3][c:4]2[c:5]([n:6]1)[c:7]([C:11](=[O:12])[O:13][CH3:14])[cH:8][cH:9][cH:10]2>>[c:2]1([N:22]2[CH:17]([CH2:15][CH3:16])[CH2:18][O:19][CH2:20][CH:21]2[CH3:23])[o:3][c:4]2[c:5]([n:6]1)[c:7]([C:11](=[O:12])[O:13][CH3:14])[cH:8][cH:9][cH:10]2. Starting materials: ClC=1C=C(C=C(C1OC1=NN(C(C(=C1)C(C)C)=O)CCl)Cl)N1N=C(C(NC1=O)=O)C#N (2-[3,5-dichloro-4-(1-chloromethyl-5-isopropyl-6-oxo-1,6-dihydro-pyridazin-3-yloxy)-phenyl]-3,5-dioxo-2,3,4,5-tetrahydro-[1,2,4]triazine-6-carbonitrile), C1(CCCC1)C(=O)O (cyclopentanecarboxylic acid). Reagents/catalysts: [Ag-]=O (silver (I) oxide). Solvent: C(C)#N (acetonitrile). Run at temperature 25 celsius, time 3 day. Product: ClC1=C(OC2=NN(C(C(=C2)C(C)C)=O)COC(=O)C2CCCC2)C(=CC(=C1)N1N=C(C(NC1=O)=O)C#N)Cl (cyclopentanecarboxylic acid 3-[2,6-dichloro-4-(6-cyano-3,5-dioxo-4,5-dihydro-3H-[1,2,4]triazin-2-yl)-phenoxy]-5-isopropyl-6-oxo-6H-pyridazin-1-ylmethyl ester). Yield: 21.1%. Reaction SMILES: [Cl:1][C:2]1[CH:3]=[C:4]([N:22]2[C:27](=[O:28])[NH:26][C:25](=[O:29])[C:24]([C:30]#[N:31])=[N:23]2)[CH:5]=[C:6]([Cl:21])[C:7]=1[O:8][C:9]1[CH:14]=[C:13]([CH:15]([CH3:17])[CH3:16])[C:12](=[O:18])[N:11]([CH2:19]Cl)[N:10]=1.[CH:32]1([C:37]([OH:39])=[O:38])[CH2:36][CH2:35][CH2:34][CH2:33]1>C(#N)C.[Ag-]=O>[Cl:21][C:6]1[CH:5]=[C:4]([N:22]2[C:27](=[O:28])[NH:26][C:25](=[O:29])[C:24]([C:30]#[N:31])=[N:23]2)[CH:3]=[C:2]([Cl:1])[C:7]=1[O:8][C:9]1[CH:14]=[C:13]([CH:15]([CH3:16])[CH3:17])[C:12](=[O:18])[N:11]([CH2:19][O:39][C:37]([CH:32]2[CH2:36][CH2:35][CH2:34][CH2:33]2)=[O:38])[N:10]=1. Reported procedure: A solution of 2-[3,5-dichloro-4-(1-chloromethyl-5-isopropyl-6-oxo-1,6-dihydro-pyridazin-3-yloxy)-phenyl]-3,5-dioxo-2,3,4,5-tetrahydro-[1,2,4]triazine-6-carbonitrile (0.64 mmol) in acetonitrile (18 mL) at 25° C. was treated with cyclopentanecarboxylic acid (73.4 μL, 0.67 mmol) followed by silver (I) oxide (155.4 mg, 0.67 mmol). The reaction mixture was stirred at 25° C. in the dark for 3 d. At this time, the reaction was filtered through a pad of celite® and was rinsed with a solution of 90/10 me...